The task is: describe an organic reaction: reactants, conditions, products, and yield. This data is from the Open Reaction Database (ORD), a public repository of structured organic reaction records. Reactants: Cl (HCl), NCC1(CCCC2=CC=C(C=C12)OC)O (1-aminomethyl-1-hydroxy-7-methoxy-1,2,3,4-tetrahydronaphthalene), COC1=CC=C2CCCC(C2=C1)=O (7-methoxy-1,2,3,4-tetrahydro-1-naphthalenone), C[Si](C)(C)C#N (trimethylsilylcyanide), [H-].[Al+3].[Li+].[H-].[H-].[H-] (lithium aluminum hydride). Solvent: C(C)O (ethanol). Product: Cl.NCC1=CCCC2=CC=C(C=C12)OC (1-aminomethyl-7-methoxy-3,4-dihydronaphthalene HCl). Reaction SMILES: COC1C=C2C(CCCC2=O)=CC=1.C[Si](C#N)(C)C.[H-].[Al+3].[Li+].[H-].[H-].[H-].[NH2:26][CH2:27][C:28]1(O)[C:37]2[C:32](=[CH:33][CH:34]=[C:35]([O:38][CH3:39])[CH:36]=2)[CH2:31][CH2:30][CH2:29]1.[ClH:41]>C(O)C>[ClH:41].[NH2:26][CH2:27][C:28]1[C:37]2[C:32](=[CH:33][CH:34]=[C:35]([O:38][CH3:39])[CH:36]=2)[CH2:31][CH2:30][CH:29]=1 |f:2.3.4.5.6.7,11.12|. Procedure details: 25 g. of 7-methoxy-1,2,3,4-tetrahydro-1-naphthalenone is reacted with trimethylsilylcyanide and then with lithium aluminum hydride as described in Example 1 to yield 28 g. of 1-aminomethyl-1-hydroxy-7-methoxy-1,2,3,4-tetrahydronaphthalene. This compound is treated with HCl in ethanol as described in Example 3 to give 1-aminomethyl-7-methoxy-3,4-dihydronaphthalene HCl; m.p. 174°-175° C. Reactants: aqueous solution, S(O)(O)(=O)=O (sulfuric acid), C(#N)C1=NC=CN=C1 (2-cyanopyrazine), C(C)(C)(C)O (tert-butyl alcohol), [OH-].[Na+] (sodium hydroxide). Solvent: O (water). Run at time 3 hour. The product is C(C)(C)(C)NC(=O)C1=NC=CN=C1 (N-tert-butyl-2-pyrazine-carboxamide). Reaction SMILES: S(=O)(=O)(O)O.[C:6]([C:8]1[CH:13]=[N:12][CH:11]=[CH:10][N:9]=1)#[N:7].[C:14](O)([CH3:17])([CH3:16])[CH3:15].[OH-:19].[Na+]>O>[C:14]([NH:7][C:6]([C:8]1[CH:13]=[N:12][CH:11]=[CH:10][N:9]=1)=[O:19])([CH3:17])([CH3:16])[CH3:15] |f:3.4|. Procedure details: To 1030 g of an 80% aqueous solution of sulfuric acid (8.40 moles of sulfuric acid), 220.5 g (2.10 moles) of 2-cyanopyrazine was added dropwise keeping the internal temperature at 40° C. or less with stirring. In succession, 187 g (2.52 moles) of tert-butyl alcohol was added dropwise to the mixture, keeping the internal temperature at 9° to 15° C., over 3 hours. Further, the temperature was kept at the same temperature for 2.5 hours. After the reaction, the reaction liquid was added to 3500 g of...